From a dataset of the Open Reaction Database (ORD), a public repository of structured organic reaction records. describe an organic reaction: reactants, conditions, products, and yield The reactants are FC1=C(C=CC(=C1)F)C=1N2C=CC(C(=C2C=CC1)C1=C(C=C(C(=O)O)C=C1F)F)=O (4-[6-(2,4-difluorophenyl)-2-oxo-2H-quinolizin-1-yl]-3,5-difluorobenzoic acid), C(CCl)Cl (EDC), C=1C=CC2=C(C1)N=NN2O (HOBT), ON=C(C)N (N′-hydroxyethanimidamide). The solvent is CN1CCCC1=O (NMP). Conditions: temperature 90 celsius. Yields the product FC1=C(C(=CC(=C1)C1=NC(=NO1)C)F)C=1C(C=CN2C(=CC=CC12)C1=C(C=C(C=C1)F)F)=O (1-[2,6-difluoro-4-(3-methyl-1,2,4-oxadiazol-5-yl)phenyl]-6-(2,4-difluorophenyl)-2H-quinolizin-2-one). Reaction SMILES: [F:1][C:2]1[CH:7]=[C:6]([F:8])[CH:5]=[CH:4][C:3]=1[C:9]1[N:10]2[C:15]([CH:16]=[CH:17][CH:18]=1)=[C:14]([C:19]1[C:27]([F:28])=[CH:26][C:22]([C:23]([OH:25])=O)=[CH:21][C:20]=1[F:29])[C:13](=[O:30])[CH:12]=[CH:11]2.C(Cl)CCl.C1C=CC2N(O)N=NC=2C=1.O[N:46]=[C:47]([NH2:49])[CH3:48]>CN1C(=O)CCC1>[F:29][C:20]1[CH:21]=[C:22]([C:23]2[O:25][N:49]=[C:47]([CH3:48])[N:46]=2)[CH:26]=[C:27]([F:28])[C:19]=1[C:14]1[C:13](=[O:30])[CH:12]=[CH:11][N:10]2[C:15]=1[CH:16]=[CH:17][CH:18]=[C:9]2[C:3]1[CH:4]=[CH:5][C:6]([F:8])=[CH:7][C:2]=1[F:1]. Reported procedure: A solution of 4-[6-(2,4-difluorophenyl)-2-oxo-2H-quinolizin-1-yl]-3,5-difluorobenzoic acid (Example 38, 50 mg, 0.12 mmol) in NMP (1.2 mL) was added EDC (46 mg, 0.24 mmol), and HOBT (24 mg, 0.18 mmol) at room temperature. The reaction was stirred at room temperature for 30 minutes before N′-hydroxyethanimidamide was added. The reaction was heated to 90° C. for 6 hours and yielded an 80% conversion of product via LCMS. The reaction was quenched with NH4Cl and extracted with EtOAc (3×). The combine... Starting materials: COc1ccc(Cn2ncc3c(O)ccnc32)cc1, O=P(Cl)(Cl)Cl. Product: COc1ccc(Cn2ncc3c(Cl)ccnc32)cc1. RXN SMILES: [CH3:1][O:2][c:3]1[cH:4][cH:5][c:6]([CH2:7][n:8]2[n:9][cH:10][c:11]3[c:12]2[n:13][cH:14][cH:15][c:16]3[OH:17])[cH:18][cH:19]1.[P:20]([Cl:21])([Cl:22])([Cl:23])=[O:24]>>[CH3:1][O:2][c:3]1[cH:4][cH:5][c:6]([CH2:7][n:8]2[n:9][cH:10][c:11]3[c:12]2[n:13][cH:14][cH:15][c:16]3[Cl:22])[cH:18][cH:19]1. The reactants are CCO, COC(=O)c1ccc(OC)c(OC)n1, [Na+], [OH-], O. The product is COc1ccc(C(=O)O)nc1OC. Reaction SMILES: [CH2:18]([OH:19])[CH3:20].[CH3:1][O:2][C:3](=[O:4])[c:5]1[n:6][c:7]([O:13][CH3:14])[c:8]([O:11][CH3:12])[cH:9][cH:10]1.[Na+:16].[OH-:15].[OH2:17]>>[O:2]=[C:3]([OH:4])[c:5]1[n:6][c:7]([O:13][CH3:14])[c:8]([O:11][CH3:12])[cH:9][cH:10]1. Run in O1CCCC1 (tetrahydrofuran), O1CCCC1 (tetrahydrofuran). The yield is 17.9%. As a reaction SMILES: [OH:1][C@@H:2]([C@H:4]1[C:10](=[O:11])[N:9]2[C@@H:5]1[C@@H:6]([CH3:45])[C:7]([S:18][C@@H:19]1[CH2:23][N:22](C(OCC3C=CC([N+]([O-])=O)=CC=3)=O)[C@H:21]([CH2:37][N:38]3[CH2:42][CH:41]([CH3:43])[NH:40][C:39]3=[O:44])[CH2:20]1)=[C:8]2[C:12]([O:14]CC=C)=[O:13])[CH3:3].C1(P(C2C=CC=CC=2)C2C=CC=CC=2)C=CC=CC=1.C(OCC)(=O)CCCCC.[Na].P(=O)(O)(O)O.[H][H]>O1CCCC1.C1C=CC([P]([Pd]([P](C2C=CC=CC=2)(C2C=CC=CC=2)C2C=CC=CC=2)([P](C2C=CC=CC=2)(C2C=CC=CC=2)C2C=CC=CC=2)[P](C2C=CC=CC=2)(C2C=CC=CC=2)C2C=CC=CC=2)(C2C=CC=CC=2)C2C=CC=CC=2)=CC=1.[OH-].[OH-].[Pd+2]>[OH:1][C@@H:2]([C@H:4]1[C:10](=[O:11])[N:9]2[C@@H:5]1[C@@H:6]([CH3:45])[C:7]([S:18][C@@H:19]1[CH2:23][NH:22][C@H:21]([CH2:37][N:38]3[CH2:42][CH:41]([CH3:43])[NH:40][C:39]3=[O:44])[CH2:20]1)=[C:8]2[C:12]([OH:14])=[O:13])[CH3:3] |f:2.3,8.9.10,^1:74,91,93,112,131|. The reactants are P(O)(O)(O)=O (phosphoric acid), [H][H] (hydrogen), O[C@H](C)[C@@H]1[C@H]2[C@H](C(=C(N2C1=O)C(=O)OCC=C)S[C@H]1C[C@H](N(C1)C(=O)OCC1=CC=C(C=C1)[N+](=O)[O-])CN1C(NC(C1)C)=O)C (allyl (4R,5S,6S)-6-[(1R)-1-hydroxyethyl]-4-methyl-3-{(2S,4S)-2-(4-methyl-2-oxoimidazolidin-1-yl)methyl-1-(4-nitrobenzyloxycarbonyl)pyrrolidin-4-yl]thio-7-oxo-1-azabicyclo[3.2.0]hept-2-ene-2-carboxylate), C1(=CC=CC=C1)P(C1=CC=CC=C1)C1=CC=CC=C1 (triphenylphosphine), C(CCCCC)(=O)OCC.[Na] (sodium 2-ethyl hexanoate). Reported procedure: To a solution of allyl (4R,5S,6S)-6-[(1R)-1-hydroxyethyl]-4-methyl-3-{(2S,4S)-2-(4-methyl-2-oxoimidazolidin-1-yl)methyl-1-(4-nitrobenzyloxycarbonyl)pyrrolidin-4-yl]thio-7-oxo-1-azabicyclo[3.2.0]hept-2-ene-2-carboxylate (2.45 g) in tetrahydrofuran (50 ml) were added triphenylphosphine (0.50 g), sodium 2-ethyl hexanoate (0.70 g) and tetrakis(triphenylphosphine)palladium(0) (0.22 g) successively with stirring at ambient temperature. After stirring at the same temperature for 1 hour, the reaction mi... The reagents and catalysts are [OH-].[OH-].[Pd+2] (palladium hydroxide on carbon), C=1C=CC(=CC1)[P](C=2C=CC=CC2)(C=3C=CC=CC3)[Pd]([P](C=4C=CC=CC4)(C=5C=CC=CC5)C=6C=CC=CC6)([P](C=7C=CC=CC7)(C=8C=CC=CC8)C=9C=CC=CC9)[P](C=1C=CC=CC1)(C=1C=CC=CC1)C=1C=CC=CC1 (tetrakis(triphenylphosphine)palladium(0)). The product is O[C@H](C)[C@@H]1[C@H]2[C@H](C(=C(N2C1=O)C(=O)O)S[C@H]1C[C@H](NC1)CN1C(NC(C1)C)=O)C ((4R,5S,6S)-6-[(1R)-1-hydroxyethyl]-4-methyl-3-[(2S,4S)-2-(4-methyl-2-oxoimidazolidin-1-yl)methylpyrrolidin-4-yl]thio-7-oxo-1-azabicyclo[3.2.0]hept-2-ene-2-carboxylic acid).